This data is from the Open Reaction Database (ORD), a public repository of structured organic reaction records. The task is: describe an organic reaction: reactants, conditions, products, and yield Reactants: COC(C[C@](C(C)C)(CCC1=CC=C(C=C1)O)O)=O ((S)-3-hydroxy-3-[2-(4-hydroxy-phenyl)-ethyl]-4-methyl-pentanoic acid methyl ester), [OH-].[Li+] (Lithium hydroxide). Run in CO (MeOH), O (water). The product is O[C@@](CC(=O)O)(C(C)C)CCC1=CC=C(C=C1)O ((S)-3-Hydroxy-3-[2-(4-hydroxy-phenyl)-ethyl]-4-methyl-pentanoic acid). As a reaction SMILES: C[O:2][C:3](=[O:19])[CH2:4][C@@:5]([OH:18])([CH2:9][CH2:10][C:11]1[CH:16]=[CH:15][C:14]([OH:17])=[CH:13][CH:12]=1)[CH:6]([CH3:8])[CH3:7].[OH-].[Li+]>CO.O>[OH:18][C@:5]([CH2:9][CH2:10][C:11]1[CH:12]=[CH:13][C:14]([OH:17])=[CH:15][CH:16]=1)([CH:6]([CH3:7])[CH3:8])[CH2:4][C:3]([OH:19])=[O:2] |f:1.2|. Procedure: The title compound was prepared by dissolving (S)-3-hydroxy-3-[2-(4-hydroxy-phenyl)-ethyl]-4-methyl-pentanoic acid methyl ester (0.57 g, 2.15 mmol) from Example TTTT in MeOH (30 mL). Lithium hydroxide (0.18 g, 4.29 mmol) in water (10 mL) was added and the reaction heated to reflux for 1 hour, cooled and pumped to dryness under vacuum. The product was partitioned between water and Et2O. The aqueous layer was decanted, acidified with 1N HCl and extracted with Et2O. The solution was dried (MgSO4) a... Reactants: ClC1=NS(C2=C(N1)C=CC(=C2)Cl)(=O)=O (3,7-dichloro-4H-1,2,4-benzothiadiazine 1,1-dioxide), C(C)NC (N-ethyl-N-methylamine), example 21. The product is ClC1=CC2=C(NC(=NS2(=O)=O)N(C)CC)C=C1 (7-Chloro-3-(N-ethyl-N-methylamino)-4H-1,2,4-benzothiadiazine 1,1-dioxide). Reaction SMILES: Cl[C:2]1[NH:7][C:6]2[CH:8]=[CH:9][C:10]([Cl:12])=[CH:11][C:5]=2[S:4](=[O:14])(=[O:13])[N:3]=1.[CH2:15]([NH:17][CH3:18])[CH3:16]>>[Cl:12][C:10]1[CH:9]=[CH:8][C:6]2[NH:7][C:2]([N:17]([CH2:15][CH3:16])[CH3:18])=[N:3][S:4](=[O:14])(=[O:13])[C:5]=2[CH:11]=1. Procedure: Starting from 3,7-dichloro-4H-1,2,4-benzothiadiazine 1,1-dioxide (753 mg; 3 mmol) and N-ethyl-N-methylamine (708 mg; 12 mmol) and with the use of same procedure as in example 21 650 mg (79%) of the title compound was prepared; m.p. >220° C.; 1H-NMR (DMSO-d6) ppm; 10.4 (s, 1H, NH), 7.69 (d, 1H, H-8), 7.61 (dd, 1H, H-6), 7.55 (d, 1H, H-5), 3.5 (q, 2H, CH2), 3.09 (s, 3H, CH3), 1.10 (t, 3H, CH3); 13C-NMR (DMSO-d6) ppm; 150.21, 134.69, 131.81, 127.27, 123.98, 121.42, 119.54, 44.2, 34.69, 11.91. Analy... Starting materials: [Na] (sodium), COS(=O)(=O)[O-].CN(C1=[N+](CCC1)CC1=CC=CC=C1)C (2-dimethylamino-1-benzyl-1-pyrroliniummethylsulfate), C(C)OC(CC1=CC(OC)=C(OC)C=C1)=O (homoveratric acid ethyl ester), O (water). Solvent: C(C)O (ethanol), C(C)OCC (diethyl ether). Yields the product C(C1=CC=CC=C1)N1C(CCC1)=C(C1=CC(=C(C=C1)OC)OC)C(=O)OCC (1-benzyl-2-(α-ethoxycarbonyl-3,4-dimethoxybenzylidene)pyrrolidine). As a reaction SMILES: [Na].COS([O-])(=O)=O.CN(C)[C:10]1[CH2:14][CH2:13][CH2:12][N+:11]=1[CH2:15][C:16]1[CH:21]=[CH:20][CH:19]=[CH:18][CH:17]=1.[CH2:23]([O:25][C:26](=[O:38])[CH2:27][C:28]1[CH:37]=[CH:36][C:33]([O:34][CH3:35])=[C:30]([O:31][CH3:32])[CH:29]=1)[CH3:24].O>C(O)C.C(OCC)C>[CH2:15]([N:11]1[CH2:12][CH2:13][CH2:14][C:10]1=[C:27]([C:26]([O:25][CH2:23][CH3:24])=[O:38])[C:28]1[CH:37]=[CH:36][C:33]([O:34][CH3:35])=[C:30]([O:31][CH3:32])[CH:29]=1)[C:16]1[CH:21]=[CH:20][CH:19]=[CH:18][CH:17]=1 |f:1.2,^1:0|. Procedure: Add (dropwise at 90°, with stirring, in a stream of nitrogen) a solution of 2.6 g of sodium in 50 ml of ethanol to 34.5 g of 2-dimethylamino-1-benzyl-1-pyrroliniummethylsulfate and 19.7 g of homoveratric acid ethyl ester. Keep the resulting reaction mixture at this temperature for a further 30 minutes and then distribute it between water and diethyl ether. Dry the ether solution over sodium sulfate and then concentrate it to obtain a yield [32.2 g (96% of theory)] of title compound. Starting materials: CCO, COC(=O)c1ccc(C(F)F)c2ncccc12, [Na+], [OH-], O. Product: O=C(O)c1ccc(C(F)F)c2ncccc12. RXN SMILES: [CH3:21][CH2:22][OH:23].[F:1][CH:2]([c:3]1[cH:4][cH:5][c:6]([C:13](=[O:14])[O:15][CH3:16])[c:7]2[cH:8][cH:9][cH:10][n:11][c:12]12)[F:17].[Na+:19].[OH-:18].[OH2:20]>>[F:1][CH:2]([c:3]1[cH:4][cH:5][c:6]([C:13](=[O:14])[OH:15])[c:7]2[cH:8][cH:9][cH:10][n:11][c:12]12)[F:17]. Reactants: CN(C)S(=O)(=O)Cl, Nc1ccc2c(c1)COC(Nc1cccc(C3CC3)c1)=N2. Product: CN(C)S(=O)(=O)Nc1ccc2c(c1)COC(Nc1cccc(C3CC3)c1)=N2. Reaction SMILES: [CH3:22][N:23]([S:24](=[O:25])(=[O:26])[Cl:27])[CH3:28].[CH:1]1([c:4]2[cH:5][c:6]([NH:10][C:11]3=[N:16][c:15]4[c:14]([cH:20][c:19]([NH2:21])[cH:18][cH:17]4)[CH2:13][O:12]3)[cH:7][cH:8][cH:9]2)[CH2:2][CH2:3]1>>[CH:1]1([c:4]2[cH:5][c:6]([NH:10][C:11]3=[N:16][c:15]4[c:14]([cH:20][c:19]([NH:21][S:24]([N:23]([CH3:22])[CH3:28])(=[O:25])=[O:26])[cH:18][cH:17]4)[CH2:13][O:12]3)[cH:7][cH:8][cH:9]2)[CH2:2][CH2:3]1. The reactants are CN1C(NC2(C1=O)CC(NC(C2)(C)C)(C)C)=O (3,7,7,9,9-pentamethyl-1,3,8-triazaspiro[4.5]decane-2,4-dione), O1C(COCCOCC2CO2)C1 (ethylene glycol bis(2,3-epoxypropyl) ether). Solvent: C(CCCCCCC)O (n-octanol). Yields the product OC(COCCOCC(CN1C(CC2(C(N(C(N2)=O)C)=O)CC1(C)C)(C)C)O)CN1C(CC2(C(N(C(N2)=O)C)=O)CC1(C)C)(C)C (ethylene glycol bis[2-hydroxy-3-(3,7,7,9,9-pentamethyl-2,4-dioxo-1,3,8-triazaspiro[4.5]dec-8-yl)propyl]ether). As a reaction SMILES: [CH3:1][N:2]1[C:6](=[O:7])[C:5]2([CH2:12][C:11]([CH3:14])([CH3:13])[NH:10][C:9]([CH3:16])([CH3:15])[CH2:8]2)[NH:4][C:3]1=[O:17].[O:18]1[CH2:29][CH:19]1[CH2:20][O:21][CH2:22][CH2:23][O:24][CH2:25][CH:26]1[O:28][CH2:27]1>C(O)CCCCCCC>[OH:18][CH:19]([CH2:29][N:10]1[C:11]([CH3:14])([CH3:13])[CH2:12][C:5]2([NH:4][C:3](=[O:17])[N:2]([CH3:1])[C:6]2=[O:7])[CH2:8][C:9]1([CH3:16])[CH3:15])[CH2:20][O:21][CH2:22][CH2:23][O:24][CH2:25][CH:26]([OH:28])[CH2:27][N:10]1[C:11]([CH3:13])([CH3:14])[CH2:12][C:5]2([NH:4][C:3](=[O:17])[N:2]([CH3:1])[C:6]2=[O:7])[CH2:8][C:9]1([CH3:16])[CH3:15]. Reported procedure: To 50 ml of n-octanol were added 5.0 g of 3,7,7,9,9-pentamethyl-1,3,8-triazaspiro[4.5]decane-2,4-dione and 1.5 g of ethylene glycol bis(2,3-epoxypropyl) ether; the mixture was then reacted as described in Example 1 to give the desired Compound No. 340 in the form of a white powder. The compound had an Rf value of 0.54 on thin-layer chromatography on silica gel developed with a 20:1:1 by volume mixture of ethyl acetate, ethanol and triethylamine.